Dataset: the Open Reaction Database (ORD), a public repository of structured organic reaction records. Task: describe an organic reaction: reactants, conditions, products, and yield Reactants: Cc1ccccc1, O=Cc1ccccc1, CC(C)c1cccc(C(C)C)c1NC(=O)C(N)Cc1ccccc1, O. Product: CC(C)c1cccc(C(C)C)c1NC(=O)C(Cc1ccccc1)NCc1ccccc1. RXN SMILES: [CH3:34][c:35]1[cH:36][cH:37][cH:38][cH:39][cH:40]1.[CH:25](=[O:26])[c:27]1[cH:28][cH:29][cH:30][cH:31][cH:32]1.[NH2:1][CH:2]([C:3](=[O:4])[NH:5][c:6]1[c:7]([CH:15]([CH3:16])[CH3:17])[cH:8][cH:9][cH:10][c:11]1[CH:12]([CH3:13])[CH3:14])[CH2:18][c:19]1[cH:20][cH:21][cH:22][cH:23][cH:24]1.[OH2:33]>>[NH:1]([CH:2]([C:3](=[O:4])[NH:5][c:6]1[c:7]([CH:15]([CH3:16])[CH3:17])[cH:8][cH:9][cH:10][c:11]1[CH:12]([CH3:13])[CH3:14])[CH2:18][c:19]1[cH:20][cH:21][cH:22][cH:23][cH:24]1)[CH2:25][c:27]1[cH:28][cH:29][cH:30][cH:31][cH:32]1. Solvent: C(C)#N (acetonitrile). RXN SMILES: [NH2:1][C:2]1[CH:3]=[N:4][CH:5]=[C:6]([Br:8])[CH:7]=1.[CH3:9][C:10]([CH3:12])=O.C[Si]([C:17]#[N:18])(C)C>C(#N)C.[Cl-].[Zn+2].[Cl-]>[Br:8][C:6]1[CH:7]=[C:2]([NH:1][C:10]([CH3:12])([CH3:9])[C:17]#[N:18])[CH:3]=[N:4][CH:5]=1 |f:4.5.6|. Reagents/catalysts: [Cl-].[Zn+2].[Cl-] (Zinc chloride). Procedure: 3-Amino-5-bromopyridine (Aldrich, 5.0 g, 28.9 mmol), acetone (6.37 ml, 87 mmol), Zinc chloride (0.5 M in THF) (11.56 ml, 5.78 mmol) were combined in acetonitrile (150 ml) and cooled to 0° C. The reaction was stirred for 10 min and trimethylsilylcyanide (10.46 ml, 78 mmol) was added dropwise. The reaction was heated to 85° C. in an oil bath with a reflux condensor. The reaction was monitored by LCMS and at 2 hrs the reaction was 80% complete. The reaction was cooled to room temperature and additi... Yields the product BrC=1C=C(C=NC1)NC(C#N)(C)C (2-[(5-bromopyridin-3-yl)amino]-2-methylpropanenitrile). Yield: 92.5%. Reaction conditions: temperature 0 celsius, time 10 minute. Starting materials: CC(=O)C (acetone), C[Si](C)(C)C#N (trimethylsilylcyanide), NC=1C=NC=C(C1)Br (3-Amino-5-bromopyridine), CC(=O)C (acetone), C[Si](C)(C)C#N (trimethylsilylcyanide). Reactants: CCc1ccc(Oc2cncnc2NC2CCC(O)CC2)cc1, CCO, CCOC(C)=O, CCc1ccc(Oc2cncnc2Cl)cc1. Yields the product CCc1ccc(Oc2cncnc2NC2CCC(O)CC2)cc1, Cl. As a reaction SMILES: [CH2:4]([CH3:5])[c:6]1[cH:7][cH:8][c:9]([O:10][c:11]2[c:12]([NH:17][CH:18]3[CH2:19][CH2:20][CH:21]([OH:24])[CH2:22][CH2:23]3)[n:13][cH:14][n:15][cH:16]2)[cH:25][cH:26]1.[CH3:1][CH2:2][OH:3].[CH3:43][CH2:44][O:45][C:46](=[O:47])[CH3:48].[Cl:27][c:28]1[c:29]([O:30][c:31]2[cH:32][cH:33][c:34]([CH2:35][CH3:36])[cH:37][cH:38]2)[cH:39][n:40][cH:41][n:42]1>>[CH2:4]([CH3:5])[c:6]1[cH:7][cH:8][c:9]([O:10][c:11]2[c:12]([NH:17][CH:18]3[CH2:19][CH2:20][CH:21]([OH:24])[CH2:22][CH2:23]3)[n:13][cH:14][n:15][cH:16]2)[cH:25][cH:26]1.[ClH:27]. The reactants are C(#N)C1C=2C(=C3C=CC=CN3C1=O)C(=NN2)CCC (4-cyano-1-propyl-5H-pyrazolo-[4,3-a]quinolizin-5-one), C(C)(=O)OC(C)=O (acetic anhydride). The product is C(C)(=O)N1N=C(C=2C1=C(C(N1C=CC=CC21)=O)C#N)CCC (3-acetyl-4-cyano-1-propyl-5H-pyrazolo-[4,3-a]quinolizin-5-one). RXN SMILES: [C:1]([CH:3]1[C:12](=[O:13])[N:11]2[C:6]([CH:7]=[CH:8][CH:9]=[CH:10]2)=[C:5]2[C:14]([CH2:17][CH2:18][CH3:19])=[N:15][N:16]=[C:4]12)#[N:2].[C:20](OC(=O)C)(=[O:22])[CH3:21]>>[C:20]([N:16]1[C:4]2=[C:3]([C:1]#[N:2])[C:12](=[O:13])[N:11]3[C:6]([CH:7]=[CH:8][CH:9]=[CH:10]3)=[C:5]2[C:14]([CH2:17][CH2:18][CH3:19])=[N:15]1)(=[O:22])[CH3:21]. Reported procedure: A mixture of 80 g of 4-cyano-1-propyl-5H-pyrazolo-[4,3-a]quinolizin-5-one (S-1) and 2.0 l of acetic anhydride was heated under reflux for 18 hours. The solvent was evapolated under reduced pressure and the residual crystals were washed with water (0.5 l), methyl alcohol (0.5 l) and chloroform (0.5 l) successively to give 84 g of 3-acetyl-4-cyano-1-propyl-5H-pyrazolo-[4,3-a]quinolizin-5-one as pale yellow crystals.